This data is from the Open Reaction Database (ORD), a public repository of structured organic reaction records. The task is: describe an organic reaction: reactants, conditions, products, and yield The reactants are [H-].[K+] (potassium hydride), C(C)(C)OP(OC(C)C)(=O)CP(OC(C)C)(=O)OC(C)C (tetraisopropylmethanediphosphonate), ClCC1=NC=CC=C1CCl (2,3-bis(chloromethyl)pyridine). Solvent: CS(=O)C (DMSO), CS(=O)C (DMSO), CS(=O)C (DMSO). Reaction conditions: time 1 hour. Yields the product C(C)OP(OCC)(=O)C1(C=C2C=CCNC2=C1)P(OCC)(=O)OCC (Dihydro-1-pyrindine-6,6-diphosphonic acid tetraethyl ester). Reaction SMILES: [H-].[K+].[CH:3]([O:6][P:7]([CH2:13][P:14]([O:20][CH:21]([CH3:23])C)(=[O:19])[O:15][CH:16]([CH3:18])C)(=[O:12])[O:8][CH:9]([CH3:11])C)([CH3:5])C.Cl[CH2:25][C:26]1[C:31]([CH2:32]Cl)=[CH:30][CH:29]=[CH:28][N:27]=1>CS(C)=O>[CH2:21]([O:20][P:14]([C:13]1([P:7]([O:6][CH2:3][CH3:5])(=[O:12])[O:8][CH2:9][CH3:11])[CH:25]=[C:26]2[C:31]([CH:30]=[CH:29][CH2:28][NH:27]2)=[CH:32]1)(=[O:19])[O:15][CH2:16][CH3:18])[CH3:23] |f:0.1|. Procedure: To an ice bath chilled solution of 35% potassium hydride in mineral oil (5.2 g; 0.045 moles) stirring under argon in 70 ml of DMSO (dry) is added a solution of tetraisopropylmethanediphosphonate (7.82 g; 0.023 moles) in 30 ml of DMSO. On completion of a dropwise addition, the resulting solution is stirred at room temperature for one hour. A solution of 2,3-bis(chloromethyl)pyridine (4.0 g; 0.023 mole) (crude product as isolated by K. Tsuda et.al., Chem Pharm Bull., 1, (1953), 142) in 15 ml of DM... The reactants are CCC(N)CC, C1CCOC1, Cc1nc(Cl)c([N+](=O)[O-])c(Cl)n1. Yields the product CCC(CC)Nc1nc(C)nc(Cl)c1[N+](=O)[O-]. Reaction SMILES: [CH2:13]([CH3:14])[CH:15]([CH2:16][CH3:17])[NH2:18].[CH2:19]1[O:20][CH2:21][CH2:22][CH2:23]1.[CH3:1][c:2]1[n:3][c:4]([Cl:12])[c:5]([N+:9](=[O:10])[O-:11])[c:6]([Cl:8])[n:7]1>>[CH3:1][c:2]1[n:3][c:4]([Cl:12])[c:5]([N+:9](=[O:10])[O-:11])[c:6]([NH:18][CH:15]([CH2:13][CH3:14])[CH2:16][CH3:17])[n:7]1.